From a dataset of the Open Reaction Database (ORD), a public repository of structured organic reaction records. describe an organic reaction: reactants, conditions, products, and yield Reactants: C(C)(=O)O[C@H]1[C@@H](C(N1)=O)NC(CC1=CC=CC=C1)=O ((3S,4S)-4-acetoxy-3-phenylacetamido-azetidin-2-one), C(C)(C)(C)[Si](Cl)(C)C (tert-butyldimethyl chlorosilane). Reagents/catalysts: CN(C1=CC=NC=C1)C (4-dimethylaminopyridine). Run in N1=CC=CC=C1 (pyridine). Yields the product C(C)(=O)O[C@H]1[C@@H](C(N1[Si](C)(C)C(C)(C)C)=O)NC(CC1=CC=CC=C1)=O ((3S,4S)-4-acetoxy-3-phenylacetamido-1-tert-butyldimethylsilyl-azetidin-2-one). RXN SMILES: [C:1]([O:4][C@@H:5]1[NH:8][C:7](=[O:9])[C@H:6]1[NH:10][C:11](=[O:19])[CH2:12][C:13]1[CH:18]=[CH:17][CH:16]=[CH:15][CH:14]=1)(=[O:3])[CH3:2].[C:20]([Si:24]([CH3:27])([CH3:26])Cl)([CH3:23])([CH3:22])[CH3:21]>CN(C)C1C=CN=CC=1.N1C=CC=CC=1>[C:1]([O:4][C@@H:5]1[N:8]([Si:24]([C:20]([CH3:23])([CH3:22])[CH3:21])([CH3:27])[CH3:26])[C:7](=[O:9])[C@H:6]1[NH:10][C:11](=[O:19])[CH2:12][C:13]1[CH:18]=[CH:17][CH:16]=[CH:15][CH:14]=1)(=[O:3])[CH3:2]. Procedure details: Such a preferred procedure comprises treating the (3S,4S)-4-acetoxy-3-phenylacetamido-azetidin-2-one (II) with tert-butyldimethyl chlorosilane in the presence of 4-dimethylaminopyridine and, optionally, of pyridine in an organic solvent, isolating the (3S,4S)-4-acetoxy-3-phenylacetamido-1-tert-butyldimethylsilyl-azetidin-2-one (III) thus obtained and treating with an inorganic sulfide to obtain (3S,4S)-4-acetoxy-3-phenylethanethioylamino-1-tert-butyldime thylsilyl-azetidin-2-one (IV) and treatin... Run in O1CCCC1 (tetrahydrofuran), O1CCCC1 (tetrahydrofuran). Product: Cl.Cl.N1(CCCC1)CCN1CCN(CC1)C=1C(NC2=C(C=CC=C2C1)C)=O (3-{4-[2-(1-pyrrolidinyl)ethyl]-1 -piperazinyl}-8-methylcarbostyril dihydrochloride). As a reaction SMILES: [ClH:1].[N:2]1([C:7]([CH2:9][N:10]2[CH2:15][CH2:14][N:13]([C:16]3[C:17](=[O:27])[NH:18][C:19]4[C:24]([CH:25]=3)=[CH:23][CH:22]=[CH:21][C:20]=4[CH3:26])[CH2:12][CH2:11]2)=O)[CH2:6][CH2:5][CH2:4][CH2:3]1.[H-].[Al+3].[Li+].[H-].[H-].[H-].O.C(Cl)[Cl:36]>O1CCCC1>[ClH:36].[ClH:1].[N:2]1([CH2:7][CH2:9][N:10]2[CH2:15][CH2:14][N:13]([C:16]3[C:17](=[O:27])[NH:18][C:19]4[C:24]([CH:25]=3)=[CH:23][CH:22]=[CH:21][C:20]=4[CH3:26])[CH2:12][CH2:11]2)[CH2:6][CH2:5][CH2:4][CH2:3]1 |f:0.1,2.3.4.5.6.7,11.12.13|. The reactants are [H-].[Al+3].[Li+].[H-].[H-].[H-] (lithium aluminium hydride), Cl.N1(CCCC1)C(=O)CN1CCN(CC1)C=1C(NC2=C(C=CC=C2C1)C)=O (3-[4-(1-pyrrolidinylcarbonylmethyl)-1-piperazinyl]-8-methylcarbostyril hydrochloride), O (water), C(Cl)Cl (methylene chloride). Procedure: 2.0 Grams of 3-[4-(1-pyrrolidinylcarbonylmethyl)-1-piperazinyl]-8-methylcarbostyril hydrochloride was suspended in 20 ml of tetrahydrofuran, to this suspension was added dropwise a solution of 0.32 g of lithium aluminium hydride in 20 ml of tetrahydrofuran under nitrogen gas stream with stirring. This reaction mixture was stirred at the same temperature for 30 minutes, then the reaction mixture was refluxed by heating on a oil bath for 2 hours. To the reaction mixture was added water and methyle... Starting materials: BrC=1N=C2C(=NC1)N(C=C2C(=O)NC(C)(C)C)COCC[Si](C)(C)C (2-bromo-N-tert-butyl-5-((2-(trimethylsilyl)ethoxy)methyl)-5H-pyrrolo[2,3-b]pyrazine-7-carboxamide), CC1=CC=C2C=NNC2=C1 (6-methyl-1H-indazole), CC(C)([O-])C.[Na+] (sodium tert-butoxide). The reagents and catalysts are CC(C)([P](C(C)(C)C)([Pd][P](C(C)(C)C)(C(C)(C)C)C(C)(C)C)C(C)(C)C)C (bis(tri-tert-butylphosphine)palladium(0)). Run in O1CCOCC1 (dioxane). Conditions: temperature 125 celsius. Yields the product C(C)(C)(C)NC(=O)C1=CN(C2=NC=C(N=C21)N2N=CC1=CC=C(C=C21)C)COCC[Si](C)(C)C (N-tert-butyl-2-(6-methyl-1H-indazol-1-yl)-5-((2-(trimethylsilyl)ethoxy)methyl)-5H-pyrrolo[2,3-b]pyrazine-7-carboxamide). Reaction SMILES: Br[C:2]1[N:3]=[C:4]2[C:10]([C:11]([NH:13][C:14]([CH3:17])([CH3:16])[CH3:15])=[O:12])=[CH:9][N:8]([CH2:18][O:19][CH2:20][CH2:21][Si:22]([CH3:25])([CH3:24])[CH3:23])[C:5]2=[N:6][CH:7]=1.[CH3:26][C:27]1[CH:35]=[C:34]2[C:30]([CH:31]=[N:32][NH:33]2)=[CH:29][CH:28]=1.CC(C)([O-])C.[Na+]>O1CCOCC1.CC(C)([P](C(C)(C)C)([Pd][P](C(C)(C)C)(C(C)(C)C)C(C)(C)C)C(C)(C)C)C>[C:14]([NH:13][C:11]([C:10]1[C:4]2[C:5](=[N:6][CH:7]=[C:2]([N:33]3[C:34]4[C:30](=[CH:29][CH:28]=[C:27]([CH3:26])[CH:35]=4)[CH:31]=[N:32]3)[N:3]=2)[N:8]([CH2:18][O:19][CH2:20][CH2:21][Si:22]([CH3:25])([CH3:24])[CH3:23])[CH:9]=1)=[O:12])([CH3:17])([CH3:16])[CH3:15] |f:2.3,^1:50,56|. Procedure details: To a stirred solution of 2-bromo-N-tert-butyl-5-((2-(trimethylsilyl)ethoxy)methyl)-5H-pyrrolo[2,3-b]pyrazine-7-carboxamide (140 mg, 328 μmol), 6-methyl-1H-indazole (41.7 mg, 316 μmol) in dioxane (2 mL) was added sodium tert-butoxide (66.8 mg, 695 μmol) and bis(tri-tert-butylphosphine)palladium(0) (16.1 mg, 31.6 μmol). The mixture was degassed then heated in sealed tube at 125° C. for 15 h. The mixture was cooled, filtered through celite, the cake washed with ethyl acetate, and the combined filtr...